Dataset: the Open Reaction Database (ORD), a public repository of structured organic reaction records. Task: describe an organic reaction: reactants, conditions, products, and yield Starting materials: CN=C(NC(SCCC(OC)=N)C=1N=CSC1)N (methyl 3-(2-methylguanidinothiazol-4-ylmethylthio)propionimidate), N#CN (cyanamide). The solvent is C(C)O (ethanol). Yields the product C(#N)NC(CCSC(C=1N=CSC1)NC(=NC)N)=N (N-cyano-3-(2-methylguanidinothiazol-4-ylmethylthio)propionamidine). Yield: 31.4%. As a reaction SMILES: [CH3:1][N:2]=[C:3]([NH2:18])[NH:4][CH:5]([C:13]1[N:14]=[CH:15][S:16][CH:17]=1)[S:6][CH2:7][CH2:8][C:9](=[NH:12])OC.[N:19]#[C:20][NH2:21]>C(O)C>[C:20]([NH:21][C:9](=[NH:12])[CH2:8][CH2:7][S:6][CH:5]([NH:4][C:3]([NH2:18])=[N:2][CH3:1])[C:13]1[N:14]=[CH:15][S:16][CH:17]=1)#[N:19]. Reported procedure: In 30 ml of ethanol was dissolved 6.4 g of methyl 3-(2-methylguanidinothiazol-4-ylmethylthio)propionimidate and after adding thereto 0.9 g of cyanamide and stirring the mixture for 2 hours at room temperature, the solvent was distilled off under reduced pressure. Then, the residue obtained was purified by column chromatography using a mixture of chloroform and methanol as the developing solvent and recrystallized from ethanol to provide 2.0 g of N-cyano-3-(2-methylguanidinothiazol-4-ylmethylthio... Starting materials: FC1=CC=C(C(=O)Cl)C=C1 (4-fluorobenzoyl chloride), C1(=CC=CC=C1)O (phenol), OC1=CC=C(C(=O)N2C(CC(C3=CC=CC=C23)N(C(CC)=O)C2=CC=CC=C2)C)C=C1 ((±)-N-[1-(4-hydroxy-benzoyl)-2-methyl-1,2,3,4-tetrahydro-quinolin-4-yl]-N-phenyl-propionamide). The product is ClC1=CC=C(C=C1)N(C(C)=O)[C@@H]1C[C@@H](N(C2=CC=CC=C12)C(C1=CC=C(C=C1)O)=O)C ((2S,4R)-N-(4-Chloro-phenyl)-N-[1-(4-hydroxy-benzoyl)-2-methyl-1,2,3,4-tetrahydro-quinolin-4-yl]-acetamide). RXN SMILES: FC1C=CC(C([Cl:8])=O)=CC=1.C1(O)C=CC=CC=1.[OH:18][C:19]1[CH:48]=[CH:47][C:22]([C:23]([N:25]2[C:34]3[C:29](=[CH:30][CH:31]=[CH:32][CH:33]=3)[CH:28]([N:35]([C:40]3[CH:45]=[CH:44][CH:43]=[CH:42][CH:41]=3)[C:36](=[O:39])[CH2:37]C)[CH2:27][CH:26]2[CH3:46])=[O:24])=[CH:21][CH:20]=1>>[Cl:8][C:43]1[CH:44]=[CH:45][C:40]([N:35]([C@H:28]2[C:29]3[C:34](=[CH:33][CH:32]=[CH:31][CH:30]=3)[N:25]([C:23](=[O:24])[C:22]3[CH:47]=[CH:48][C:19]([OH:18])=[CH:20][CH:21]=3)[C@@H:26]([CH3:46])[CH2:27]2)[C:36](=[O:39])[CH3:37])=[CH:41][CH:42]=1. Procedure details: (2S,4R)-N-(4-Chloro-phenyl)-N-[1-(4-hydroxy-benzoyl)-2-methyl-1,2,3,4-tetrahydro-quinolin-4-yl]-acetamide was prepared was made following general procedure C, substituting 3-methoxybenzoyl chloride for 4-fluorobenzoyl chloride. Further elaboration to the phenol was done following the same procedure as described for (±)-N-[1-(4-hydroxy-benzoyl)-2-methyl-1,2,3,4-tetrahydro-quinolin-4-yl]-N-phenyl-propionamide. The reactants are C#CCBr, CCOC1Cc2ccccc2C1Nc1nc(CC)c(-c2ccc(Cl)cc2Cl)nc1CC. Yields the product C#CCOC1Cc2ccccc2C1Nc1nc(CC)c(-c2ccc(Cl)cc2Cl)nc1CC. Reaction SMILES: [CH2:32]([Br:33])[C:34]#[CH:35].[Cl:1][c:2]1[c:3](-[c:9]2[n:10][c:11]([CH2:30][CH3:31])[c:12]([NH:17][CH:18]3[CH:19]([O:27][CH2:28][CH3:29])[CH2:20][c:21]4[cH:22][cH:23][cH:24][cH:25][c:26]43)[n:13][c:14]2[CH2:15][CH3:16])[cH:4][cH:5][c:6]([Cl:8])[cH:7]1>>[Cl:1][c:2]1[c:3](-[c:9]2[n:10][c:11]([CH2:30][CH3:31])[c:12]([NH:17][CH:18]3[CH:19]([O:27][CH2:28][C:29]#[CH:32])[CH2:20][c:21]4[cH:22][cH:23][cH:24][cH:25][c:26]43)[n:13][c:14]2[CH2:15][CH3:16])[cH:4][cH:5][c:6]([Cl:8])[cH:7]1.